Dataset: the Open Reaction Database (ORD), a public repository of structured organic reaction records. Task: describe an organic reaction: reactants, conditions, products, and yield Reaction conditions: time 24 hour. Isolated yield 50.0%. Starting materials: crude product, ClC1=C(OCCCCC=O)C(=CC(=C1)OCC=C(Cl)Cl)Cl (5-(2,6-dichloro-4-(3,3-dichloro-2-propenyloxy)phenoxy)pentanal), N1=CC=CC=C1 (pyridine), Cl (hydrochloric acid), Cl.C(C)(C)(C)ON (O-tert-butylhydroxylamine hydrochloride). Procedure: To a mixture of 0.37 g of 5-(2,6-dichloro-4-(3,3-dichloro-2-propenyloxy)phenoxy)pentanal and 10 ml of pyridine was added 0.13 g of O-tert-butylhydroxylamine hydrochloride. After stirring at room temperature for 24 hours, the reaction mixture was poured into diluted hydrochloric acid, and extracted twice with diethyl ether. The diethyl ether layers were combined, washed with water, dried over anhydrous magnesium sulfate, and concentrated to give a crude product. This crude product was subjected t... The product is C(C)(C)(C)ON=CCCC(C)OC1=C(C=C(C=C1Cl)OCC=C(Cl)Cl)Cl (4-(2,6-dichloro-4-(3,3-dichloro-2-propenyloxy)phenoxy)pentanal O-tert-butyloxime). Reaction SMILES: [Cl:1][C:2]1[CH:14]=[C:13]([O:15][CH2:16][CH:17]=[C:18]([Cl:20])[Cl:19])[CH:12]=[C:11]([Cl:21])[C:3]=1[O:4][CH2:5][CH2:6][CH2:7][CH2:8]C=O.Cl.[C:23]([O:27][NH2:28])([CH3:26])([CH3:25])[CH3:24].Cl.N1C=CC=C[CH:31]=1>>[C:23]([O:27][N:28]=[CH:8][CH2:7][CH2:6][CH:5]([O:4][C:3]1[C:11]([Cl:21])=[CH:12][C:13]([O:15][CH2:16][CH:17]=[C:18]([Cl:19])[Cl:20])=[CH:14][C:2]=1[Cl:1])[CH3:31])([CH3:26])([CH3:25])[CH3:24] |f:1.2|. The reactants are CC(C)=O, CI, NC(=S)c1cccs1. Product: CSC(=N)c1cccs1. As a reaction SMILES: [CH3:11][C:12](=[O:13])[CH3:14].[CH3:1][I:2].[s:3]1[c:4]([C:8]([NH2:9])=[S:10])[cH:5][cH:6][cH:7]1>>[CH3:1][S:10][C:8]([c:4]1[s:3][cH:7][cH:6][cH:5]1)=[NH:9]. The reactants are NC=1C=NC2=CC=CC=C2C1N (3,4-diaminoquinoline), C(C)(OCC)(OCC)OCC (triethyl orthoacetate). The product is CC=1NC2=C(C=NC=3C=CC=CC23)N1 (2-methyl-1H-imidazo[4,5-c]quinoline). RXN SMILES: [NH2:1][C:2]1[CH:3]=[N:4][C:5]2[C:10]([C:11]=1[NH2:12])=[CH:9][CH:8]=[CH:7][CH:6]=2.[C:13](OCC)(OCC)(OCC)[CH3:14]>>[CH3:13][C:14]1[NH:12][C:11]2[C:10]3[CH:9]=[CH:8][CH:7]=[CH:6][C:5]=3[N:4]=[CH:3][C:2]=2[N:1]=1. Procedure details: Using the method of Example 147, 3,4-diaminoquinoline (from Example 39) was reacted with triethyl orthoacetate to provide 2-methyl-1H-imidazo[4,5-c]quinoline as a tan solid, m.p. 242°-245° C. The reactants are ice water, ClC=1C(=C(C=CC1F)NC(C(F)(F)F)=O)F (3-chloro-2,4-difluoro(trifluoroacetamido)benzene), [N+](=O)(O)[O-] (HNO3), [N+](=O)(O)[O-] (HNO3). Run in OS(=O)(=O)O (H2SO4). Reaction conditions: time 4 hour. Product: ClC=1C(=C(C(=CC1F)[N+](=O)[O-])NC(C(F)(F)F)=O)F (3-Chloro-2,4-difluoro-6-nitro-(trifluoroacetamido)benzene). Yield: 95.0%. As a reaction SMILES: [Cl:1][C:2]1[C:3]([F:16])=[C:4]([NH:9][C:10](=[O:15])[C:11]([F:14])([F:13])[F:12])[CH:5]=[CH:6][C:7]=1[F:8].[N+:17]([O-])([OH:19])=[O:18]>OS(O)(=O)=O>[Cl:1][C:2]1[C:3]([F:16])=[C:4]([NH:9][C:10](=[O:15])[C:11]([F:12])([F:13])[F:14])[C:5]([N+:17]([O-:19])=[O:18])=[CH:6][C:7]=1[F:8]. Procedure details: To a solution of 15.1 g (58.1 mmol) of 3-chloro-2,4-difluoro(trifluoroacetamido)benzene in 80 mL of H2SO4 kept in an ice-bath was added dropwise 10 mL of HNO3. Solid precipitate was observed during addition of HNO3. The mixture was stirred in an ice-bath for 4 h. It was added into 600 mL of ice-water. The precipitate was filtered and washed by water, and dried to leave almost colorless solid (16.8 g, 95%), mp 124°-125° C. 1H NMR (CDCl3), 7.69 (dd, 1), 8.936 (mb, 1). The reactants are ClC1=C(C(=O)C(C(=O)OCC)=COCC)C=CC(=C1)I (ethyl 2-(2-chloro-4-iodo-benzoyl)-3-ethoxy-acrylate), C1(CCCCC1)N (cyclohexylamine). Run in C(Cl)Cl (methylene chloride). Run at time 6 hour. Yields the product ClC1=C(C(=O)C(C(=O)OCC)=CNC2CCCCC2)C=CC(=C1)I (ethyl 2-(2-chloro-4-iodo-benzoyl)-3-cyclohexylamino-acrylate). The yield is 54.5%. As a reaction SMILES: [Cl:1][C:2]1[CH:19]=[C:18]([I:20])[CH:17]=[CH:16][C:3]=1[C:4]([C:6](=[CH:12]OCC)[C:7]([O:9][CH2:10][CH3:11])=[O:8])=[O:5].[CH:21]1([NH2:27])[CH2:26][CH2:25][CH2:24][CH2:23][CH2:22]1>C(Cl)Cl>[Cl:1][C:2]1[CH:19]=[C:18]([I:20])[CH:17]=[CH:16][C:3]=1[C:4]([C:6](=[CH:12][NH:27][CH:21]1[CH2:26][CH2:25][CH2:24][CH2:23][CH2:22]1)[C:7]([O:9][CH2:10][CH3:11])=[O:8])=[O:5]. Reported procedure: mf) A solution of 31.18 g of ethyl 2-(2-chloro-4-iodo-benzoyl)-3-ethoxy-acrylate in 500 ml of methylene chloride is treated dropwise with 7.95 g of cyclohexylamine while cooling with ice and stirring. After 6 hrs. at room temperature the reaction mixture is concentrated and, for crystallization, the residue is stirred with 200 ml of hexane. The precipitate is filtered off under suction, washed with 100 ml of hexane and dried. 19.2 g (55%) of ethyl 2-(2-chloro-4-iodo-benzoyl)-3-cyclohexylamino-ac... Reactants: C1CCOC1, COC(=O)Cc1c(C)nc(Cc2ccc(NC(=O)c3ccc4ccccc4c3)cc2)nc1N1CCCC1, CCOCC, Cl, [Na+], [OH-]. The product is Cc1nc(Cc2ccc(NC(=O)c3ccc4ccccc4c3)cc2)nc(N2CCCC2)c1CC(=O)O. As a reaction SMILES: [CH2:46]1[O:47][CH2:48][CH2:49][CH2:50]1.[CH3:1][c:2]1[n:3][c:4]([CH2:18][c:19]2[cH:20][cH:21][c:22]([NH:25][C:26](=[O:27])[c:28]3[cH:29][c:30]4[cH:31][cH:32][cH:33][cH:34][c:35]4[cH:36][cH:37]3)[cH:23][cH:24]2)[n:5][c:6]([N:13]2[CH2:14][CH2:15][CH2:16][CH2:17]2)[c:7]1[CH2:8][C:9](=[O:10])[O:11][CH3:12].[CH3:40][CH2:41][O:42][CH2:43][CH3:44].[ClH:45].[Na+:39].[OH-:38]>>[CH3:1][c:2]1[n:3][c:4]([CH2:18][c:19]2[cH:20][cH:21][c:22]([NH:25][C:26](=[O:27])[c:28]3[cH:29][c:30]4[cH:31][cH:32][cH:33][cH:34][c:35]4[cH:36][cH:37]3)[cH:23][cH:24]2)[n:5][c:6]([N:13]2[CH2:14][CH2:15][CH2:16][CH2:17]2)[c:7]1[CH2:8][C:9](=[O:10])[OH:11].